From a dataset of the Open Reaction Database (ORD), a public repository of structured organic reaction records. describe an organic reaction: reactants, conditions, products, and yield Starting materials: C([O-])([O-])=O.[K+].[K+] (potassium carbonate), Cl.CC1=CC=CC(=N1)C(=O)OC (methyl 6-methylpyridine-2-carboxylate hydrochloride), ClC1=CC(=CC=C1)C(=O)OO (m-chloroperbenzoic acid), S(=O)([O-])[O-].[Na+].[Na+] (sodium sulfite). Run in ClCCl (dichloromethane). Run at temperature 50 celsius, time 6 hour. Product: CC=1C=CC=C([N+]1[O-])C(=O)OC (Methyl 6-Methylpyridine-2-carboxylate N-oxide). The yield is 44.3%. Reaction SMILES: Cl.[CH3:2][C:3]1[N:8]=[C:7]([C:9]([O:11][CH3:12])=[O:10])[CH:6]=[CH:5][CH:4]=1.ClC1C=CC=C(C(OO)=[O:21])C=1.S([O-])([O-])=O.[Na+].[Na+].C(=O)([O-])[O-].[K+].[K+]>ClCCl>[CH3:2][C:3]1[CH:4]=[CH:5][CH:6]=[C:7]([C:9]([O:11][CH3:12])=[O:10])[N+:8]=1[O-:21] |f:0.1,3.4.5,6.7.8|. Reported procedure: A mixture of methyl 6-methylpyridine-2-carboxylate hydrochloride (5.8 g) and m-chloroperbenzoic acid (15.24 g) in dichloromethane (200 ml) was stirred at room temperature for 20 hours and 50° C. for 6 hours. After adding a small amount of sodium sulfite at 0° C., an aqueous solution of potassium carbonate was added to make the solution basic. The mixture was extracted with dichloromethane, and the organic phase was dried and concentrated. The resultant residue was purified by a column chromatogr... The reactants are C(C)(=O)NC1=CC=C(C(N)=S)C=C1 (p-acetamidobenzthioamide), CI (methyl iodide). Solvent: CC(=O)C (acetone). Run at time 8 hour. Product: I.C(C)(=O)NC1=CC=C(C(=N)SC)C=C1 (Methyl p-acetamidobenzthioimidate hydroiodide). Reaction SMILES: [C:1]([NH:4][C:5]1[CH:13]=[CH:12][C:8]([C:9](=[S:11])[NH2:10])=[CH:7][CH:6]=1)(=[O:3])[CH3:2].[CH3:14][I:15]>CC(C)=O>[IH:15].[C:1]([NH:4][C:5]1[CH:13]=[CH:12][C:8]([C:9]([S:11][CH3:14])=[NH:10])=[CH:7][CH:6]=1)(=[O:3])[CH3:2] |f:3.4|. Reported procedure: To a mixture of 2.7 g. (0.014 mole) of p-acetamidobenzthioamide in 100 ml. of acetone is added 2.6 ml. of methyl iodide, and the resulting reaction mixture allowed to stir at room temperature overnight. The intermediate product is filtered and dried, 4.4 g., m.p. 216°-217° C. Reactants: C(C)(C)(C)C1=C(C(=CC(=C1)COC(C)=O)C(C)(C)C)O (2,6-di-tert-butyl-4-acetoxymethylphenol), C1(=CC(=CC(=C1)C)C)C (mesitylene), S(O)(O)(=O)=O (sulfuric acid), C(C)(=O)O (acetic acid). Reaction conditions: temperature 60 celsius. Product: CC1=C(C(=C(C(=C1CC1=CC(=C(C(=C1)C(C)(C)C)O)C(C)(C)C)C)CC1=CC(=C(C(=C1)C(C)(C)C)O)C(C)(C)C)C)CC1=CC(=C(C(=C1)C(C)(C)C)O)C(C)(C)C (1,3,5-trimethyl-2,4,6-tris(3,5-di-tert-butyl-4-hydroxybenzyl)benzene), solid. Reaction SMILES: [C:1]([C:5]1[CH:10]=[C:9]([CH2:11]OC(=O)C)[CH:8]=[C:7]([C:16]([CH3:19])([CH3:18])[CH3:17])[C:6]=1[OH:20])([CH3:4])([CH3:3])[CH3:2].[C:21]1([CH3:29])[CH:26]=[C:25]([CH3:27])[CH:24]=[C:23]([CH3:28])[CH:22]=1.S(=O)(=O)(O)O.[C:35]([OH:38])(=O)[CH3:36]>>[CH3:29][C:21]1[C:26]([CH2:11][C:9]2[CH:10]=[C:5]([C:1]([CH3:3])([CH3:4])[CH3:2])[C:6]([OH:20])=[C:7]([C:16]([CH3:18])([CH3:19])[CH3:17])[CH:8]=2)=[C:25]([CH3:27])[C:24]([CH2:11][C:9]2[CH:10]=[C:5]([C:1]([CH3:4])([CH3:3])[CH3:2])[C:6]([OH:20])=[C:7]([C:16]([CH3:19])([CH3:18])[CH3:17])[CH:8]=2)=[C:23]([CH3:28])[C:22]=1[CH2:11][C:9]1[CH:10]=[C:36]([C:1]([CH3:2])([CH3:3])[CH3:4])[C:35]([OH:38])=[C:7]([C:16]([CH3:19])([CH3:17])[CH3:18])[CH:8]=1. Procedure: To an acetic acid solution of 73 g of the thus produced product comprising 2,6-di-tert-butyl-4-acetoxymethylphenol (85.5% by GC) was added mesitylene (2.4 g) and sulfuric acid (2 g, 98%); the resulting solution was heated at 60° C. for six hours. Most of the acetic acid was removed under reduced pressure and 65-70° C.; the resulting paste was dissolved in heptane (120 g); and the resulting solution was washed with water (2×60 g) at 70-75° C. The solution was dried by azeotropic removal of water ...